Dataset: the Open Reaction Database (ORD), a public repository of structured organic reaction records. Task: describe an organic reaction: reactants, conditions, products, and yield Starting materials: C(C1=CC=CC=C1)N1C(=C(C=2C1=C(N=NC2)NCC2=CC=CC=C2)C=O)C (1-benzyl-7-benzylamino-3-formyl-2-methylpyrrolo[2,3-d]pyridazine), [BH4-].[Na+] (sodium borohydride). The solvent is CO (methanol). Product: C(C1=CC=CC=C1)N1C(=C(C=2C1=C(N=NC2)NCC2=CC=CC=C2)CO)C (1-Benzyl-7-benzylamino-3-hydroxymethyl-2-methylpyrrolo[2,3-d]pyridazine). The yield is 80.0%. Reaction SMILES: [CH2:1]([N:8]1[C:12]2=[C:13]([NH:17][CH2:18][C:19]3[CH:24]=[CH:23][CH:22]=[CH:21][CH:20]=3)[N:14]=[N:15][CH:16]=[C:11]2[C:10]([CH:25]=[O:26])=[C:9]1[CH3:27])[C:2]1[CH:7]=[CH:6][CH:5]=[CH:4][CH:3]=1.[BH4-].[Na+]>CO>[CH2:1]([N:8]1[C:12]2=[C:13]([NH:17][CH2:18][C:19]3[CH:20]=[CH:21][CH:22]=[CH:23][CH:24]=3)[N:14]=[N:15][CH:16]=[C:11]2[C:10]([CH2:25][OH:26])=[C:9]1[CH3:27])[C:2]1[CH:7]=[CH:6][CH:5]=[CH:4][CH:3]=1 |f:1.2|. Procedure: 0.2 g (0.56 mmol) of 1-benzyl-7-benzylamino-3-formyl-2-methylpyrrolo[2,3-d]pyridazine and 23 mg (0.62 mmol) of sodium borohydride are reacted in 20 ml of methanol as described for Example 1a. Yield: 80%, m.p.: 238°-240° C.